From a dataset of the Open Reaction Database (ORD), a public repository of structured organic reaction records. describe an organic reaction: reactants, conditions, products, and yield Starting materials: CCc1nc2c(cc1CO)CC1CN(C(=O)OC(C)(C)C)CC(C)N21, CI, [H-], [Na+]. Reaction SMILES: [C:1]([CH3:2])([CH3:3])([CH3:4])[O:5][C:6](=[O:7])[N:8]1[CH2:9][CH:10]2[CH2:11][c:12]3[cH:13][c:14]([CH2:24][OH:25])[c:15]([CH2:22][CH3:23])[n:16][c:17]3[N:18]2[CH:19]([CH3:21])[CH2:20]1.[CH3:28][I:29].[H-:26].[Na+:27]>>[C:1]([CH3:2])([CH3:3])([CH3:4])[O:5][C:6](=[O:7])[N:8]1[CH2:9][CH:10]2[CH2:11][c:12]3[cH:13][c:14]([CH2:24][O:25][CH3:28])[c:15]([CH2:22][CH3:23])[n:16][c:17]3[N:18]2[CH:19]([CH3:21])[CH2:20]1. Product: CCc1nc2c(cc1COC)CC1CN(C(=O)OC(C)(C)C)CC(C)N21. Starting materials: C(C)OC(=O)[C@@H]1CC[C@H](CC1)OC=1C=C2CC[C@H](OC2=CC1)C1=C(C=CC=C1)C (trans-4-((S)-2-o-tolyl-chroman-6-yloxy)-cyclohexanecarboxylic acid ethyl ester), [OH-].[Li+] (lithium hydroxide). Run in O1CCCC1 (tetrahydrofuran), C(C)(C)(C)OC (methyl tert-butyl ether), Cl (hydrochloric acid). Conditions: time 8 hour. Yields the product C1(=C(C=CC=C1)[C@H]1OC2=CC=C(C=C2CC1)O[C@@H]1CC[C@H](CC1)C(=O)O)C (trans-4-((S)-2-o-Tolyl-chroman-6-yloxy)-cyclohexanecarboxylic acid). The yield is 93.4%. Reaction SMILES: C([O:3][C:4]([C@H:6]1[CH2:11][CH2:10][C@H:9]([O:12][C:13]2[CH:14]=[C:15]3[C:20](=[CH:21][CH:22]=2)[O:19][C@H:18]([C:23]2[CH:28]=[CH:27][CH:26]=[CH:25][C:24]=2[CH3:29])[CH2:17][CH2:16]3)[CH2:8][CH2:7]1)=[O:5])C.[OH-].[Li+]>O1CCCC1.C(OC)(C)(C)C.Cl>[C:24]1([CH3:29])[CH:25]=[CH:26][CH:27]=[CH:28][C:23]=1[C@@H:18]1[CH2:17][CH2:16][C:15]2[C:20](=[CH:21][CH:22]=[C:13]([O:12][C@H:9]3[CH2:8][CH2:7][C@H:6]([C:4]([OH:5])=[O:3])[CH2:11][CH2:10]3)[CH:14]=2)[O:19]1 |f:1.2|. Procedure details: 0.75 g (1.9 mmol) of trans-4-((S)-2-o-tolyl-chroman-6-yloxy)-cyclohexanecarboxylic acid ethyl ester was dissolved in 10 ml of tetrahydrofuran. 94 mg (3.9 mmol) lithium hydroxide (dissolved in 2 ml of water) were added. The solution was stirred at room temperature overnight until no starting material could be detected by RP-HPLC. The solution was diluted with methyl tert-butyl ether, and 2N hydrochloric acid was added until a pH of 2. After phase separation, the organic layer was dried over magne...